This data is from the Open Reaction Database (ORD), a public repository of structured organic reaction records. The task is: describe an organic reaction: reactants, conditions, products, and yield The reactants are [H-].[Al+3].[Li+].[H-].[H-].[H-] (lithium aluminum hydride), O (Water), COC=1C=C(C=O)C=CC1OC (3,4-dimethoxybenzaldehyde), C[Si](C)(C)OC#N (trimethylsilyl cyanate). Reagents/catalysts: [I-].[Zn+2].[I-] (zinc iodide). Run in O1CCCC1 (tetrahydrofuran), C(Cl)Cl (methylene chloride). The product is NCC(O)C1=CC(=C(C=C1)OC)OC (2-amino-1-(3,4-dimethoxyphenyl)ethanol). RXN SMILES: [CH3:1][O:2][C:3]1[CH:4]=[C:5]([CH:8]=[CH:9][C:10]=1[O:11][CH3:12])[CH:6]=[O:7].C[Si](O[C:18]#[N:19])(C)C.[H-].[Al+3].[Li+].[H-].[H-].[H-].O>C(Cl)Cl.O1CCCC1.[I-].[Zn+2].[I-]>[NH2:19][CH2:18][CH:6]([C:5]1[CH:8]=[CH:9][C:10]([O:11][CH3:12])=[C:3]([O:2][CH3:1])[CH:4]=1)[OH:7] |f:2.3.4.5.6.7,11.12.13|. Procedure details: 3,4-dimethoxybenzaldehyde (2.00 g, 12.04 mM) and trimethylsilyl cyanate (1.57 g, 15.04 mM) were dissolved in dry methylene chloride (1 ml). While stirring at room temperature, zinc iodide (8.5 mg) was carefully added and the mixture was stirred for 2 hours. Next, the solution was dropwise added to a solution of lithium aluminum hydride (1.10 g, 28.88 mM) in dried tetrahydrofuran (120 ml) cooled to 0° C., then the reaction temperature was gradually warmed to room temperature and the mixture was s...